This data is from the Open Reaction Database (ORD), a public repository of structured organic reaction records. The task is: describe an organic reaction: reactants, conditions, products, and yield Reactants: COC(C1=CC=C(O1)CO)OC (5-hydroxymethyl furfuraldehyde dimethyl acetal), [OH-].[Na+] (sodium hydroxide), C(Cl)C1CO1 (epichlorohydrin). Run in C(C)C(=O)C (methyl ethyl ketone). Conditions: time 30 minute. Yields the product COC(C1=CC=C(O1)COCC1CO1)OC (5-Glycidoxymethyl furfuraldehyde dimethyl acetal). RXN SMILES: [CH3:1][O:2][CH:3]([O:11][CH3:12])[C:4]1[O:8][C:7]([CH2:9][OH:10])=[CH:6][CH:5]=1.[OH-].[Na+].[CH2:15]([CH:17]1[O:19][CH2:18]1)Cl>C(C(C)=O)C>[CH3:1][O:2][CH:3]([O:11][CH3:12])[C:4]1[O:8][C:7]([CH2:9][O:10][CH2:15][CH:17]2[O:19][CH2:18]2)=[CH:6][CH:5]=1 |f:1.2|. Reported procedure: 5-Glycidoxymethyl furfuraldehyde dimethyl acetal was prepared by adding a total of 6.0 g (0.035 mole) of 5-hydroxymethyl furfuraldehyde dimethyl acetal (HMFA) to 1.54 g sodium hydroxide (0.038 mole) in a 100 ml round bottom flask equipped with magnetic stir bar, reflux condenser, and nitrogen inlet. After stirring for 30 min., 3.89 g (0.042 mole) of epichlorohydrin in 50 ml. of methyl ethyl ketone was added quickly, and the reaction mixture was allowed to reflux overnight under an inert (nitroge... As a reaction SMILES: C([O-])([O-])=O.[K+].[K+].[CH3:7][C:8]1[C:17]2[C:12](=[CH:13][CH:14]=[CH:15][CH:16]=2)[C:11](=[O:18])[NH:10][N:9]=1.Br[CH2:20][CH2:21][O:22][C:23]1[CH:30]=[CH:29][C:26]([CH:27]=[O:28])=[CH:25][CH:24]=1.O>CN(C=O)C>[CH3:7][C:8]1[C:17]2[C:12](=[CH:13][CH:14]=[CH:15][CH:16]=2)[C:11](=[O:18])[N:10]([CH2:20][CH2:21][O:22][C:23]2[CH:30]=[CH:29][C:26]([CH:27]=[O:28])=[CH:25][CH:24]=2)[N:9]=1 |f:0.1.2|. Reactants: CC1=NNC(C2=CC=CC=C12)=O (4-methyl-1(2H)-phthalazinone), O (water), C(=O)([O-])[O-].[K+].[K+] (K2CO3), BrCCOC1=CC=C(C=O)C=C1 (4-(2-bromoethoxy)benzaldehyde). Procedure: ##STR30## To a stirred suspension of K2CO3 (11.3 g, 82.5 mmol) in dry DMF (50 mL) at 25-30° C. was added a solution of 4-methyl-1(2H)-phthalazinone (6.6 g, 41.25 mmol) (Ref: Chemistry of Heterocyclic Compounds; Condensed Pyridazines including Cinnolines and Phthalazines, edited by R. N. Castle; John Wiley and Sons, 27, (1973) 375-441) in dry DMF (100 mL). The reaction mixture was stirred for 30 min at 25° C. and 4-(2-bromoethoxy)benzaldehyde (9.4 g, 41.25 mmol) was added. The reaction mixture wa... Reaction conditions: temperature 25 celsius, time 30 minute. Yields the product CC1=NN(C(C2=CC=CC=C12)=O)CCOC1=CC=C(C=O)C=C1 (4-[2-[4-Methyl-1-oxo-1,2-dihydro-phthalazin-2-yl]ethoxy]benzaldehyde). The solvent is CN(C)C=O (DMF), CN(C)C=O (DMF). Yield: 76.3%. Reaction SMILES: [Br:6][c:7]1[c:8]2[c:9]([s:10][cH:11]1)[cH:12][cH:13][c:14]([Cl:16])[cH:15]2.[CH3:17][CH2:18][O:19][C:20]([CH3:21])=[O:22].[Cl-:23].[Cl:1][S:2](=[O:3])(=[O:4])[OH:5].[Cl:25][CH2:26][CH2:27][Cl:28].[Na+:24]>>[Cl:1][S:2](=[O:3])(=[O:5])[c:11]1[c:7]([Br:6])[c:8]2[c:9]([s:10]1)[cH:12][cH:13][c:14]([Cl:16])[cH:15]2. Reactants: Clc1ccc2scc(Br)c2c1, CCOC(C)=O, [Cl-], O=S(=O)(O)Cl, ClCCCl, [Na+]. The product is O=S(=O)(Cl)c1sc2ccc(Cl)cc2c1Br. Reactants: BrC=1C=CC=C2C=C(N=CC12)NC=1N=CC(=NC1)C#N (5-(8-bromoisoquinolin-3-ylamino)pyrazine-2-carbonitrile), NCCN1CCOCC1 (N-(2-aminoethyl)morpholine), C1(=CC=CC=C1)P(C1=CC=CC=C1)C1=CC=CC=C1 (triphenylphosphine), C(C)(=O)[O-].[Na+] (sodium acetate). Reagents/catalysts: C(C)(=O)[O-].[Pd+2].C(C)(=O)[O-] (Palladium (II) acetate). The solvent is CN(C)C=O (DMF). Reaction conditions: temperature 80 celsius, time 90 minute. The product is C(#N)C=1N=CC(=NC1)NC=1N=CC2=C(C=CC=C2C1)C(=O)NCCN1CCOCC1 (3-(5-Cyanopyrazin-2-ylamino)-N-(2-morpholinoethyl)isoquinoline-8-carboxamide). The yield is 32.5%. RXN SMILES: Br[C:2]1[CH:3]=[CH:4][CH:5]=[C:6]2[C:11]=1[CH:10]=[N:9][C:8]([NH:12][C:13]1[N:14]=[CH:15][C:16]([C:19]#[N:20])=[N:17][CH:18]=1)=[CH:7]2.[NH2:21][CH2:22][CH2:23][N:24]1[CH2:29][CH2:28][O:27][CH2:26][CH2:25]1.C1(P(C2C=CC=CC=2)C2C=CC=CC=2)C=CC=CC=1.[C:49]([O-])(=[O:51])C.[Na+]>CN(C=O)C.C([O-])(=O)C.[Pd+2].C([O-])(=O)C>[C:19]([C:16]1[N:17]=[CH:18][C:13]([NH:12][C:8]2[N:9]=[CH:10][C:11]3[C:6]([CH:7]=2)=[CH:5][CH:4]=[CH:3][C:2]=3[C:49]([NH:21][CH2:22][CH2:23][N:24]2[CH2:29][CH2:28][O:27][CH2:26][CH2:25]2)=[O:51])=[N:14][CH:15]=1)#[N:20] |f:3.4,6.7.8|. Reported procedure: A mixture of 5-(8-bromoisoquinolin-3-ylamino)pyrazine-2-carbonitrile (33 mg, 0.10 mmol), N-(2-aminoethyl)morpholine (26 mg, 0.20 mmol), triphenylphosphine (8 mg, 0.030 mmol), and sodium acetate (3.3 mg, 0.040 mmol) in DMF (1 mL) was degassed by bubbling N2 through the solution for 5 mins. Palladium (II) acetate (6.8 mg, 0.030 mmol) was added and the mixture degassed for a further 5 minutes. Carbon monoxide was then bubbled through the solution for 5 minutes, before the reaction vessel was sealed... Reactants: NC(=S)N(CCC1=CC=C(OC(C(=O)OCC)(C)C)C=C1)CC1=C(C=C(C=C1)C(F)(F)F)C(F)(F)F (ethyl 2-[4-(2-{(aminocarbonothioyl)[2,4-bis(trifluoromethyl)benzyl]amino}ethyl)phenoxy]-2-methylpropanoate), FC1=CC=C(C(CBr)=O)C=C1 (4-fluorophenacyl bromide). RXN SMILES: [NH2:1][C:2]([N:4]([CH2:22][C:23]1[CH:28]=[CH:27][C:26]([C:29]([F:32])([F:31])[F:30])=[CH:25][C:24]=1[C:33]([F:36])([F:35])[F:34])[CH2:5][CH2:6][C:7]1[CH:21]=[CH:20][C:10]([O:11][C:12]([CH3:19])([CH3:18])[C:13]([O:15]CC)=[O:14])=[CH:9][CH:8]=1)=[S:3].[F:37][C:38]1[CH:47]=[CH:46][C:41]([C:42](=O)[CH2:43]Br)=[CH:40][CH:39]=1>>[F:35][C:33]([F:34])([F:36])[C:24]1[CH:25]=[C:26]([C:29]([F:32])([F:31])[F:30])[CH:27]=[CH:28][C:23]=1[CH2:22][N:4]([C:2]1[S:3][CH:43]=[C:42]([C:41]2[CH:46]=[CH:47][C:38]([F:37])=[CH:39][CH:40]=2)[N:1]=1)[CH2:5][CH2:6][C:7]1[CH:8]=[CH:9][C:10]([O:11][C:12]([CH3:19])([CH3:18])[C:13]([OH:15])=[O:14])=[CH:20][CH:21]=1. Yields the product FC(C1=C(CN(CCC2=CC=C(OC(C(=O)O)(C)C)C=C2)C=2SC=C(N2)C2=CC=C(C=C2)F)C=CC(=C1)C(F)(F)F)(F)F (2-[4-(2-{[2,4-Bis(trifluoromethyl)benzyl][4-(4-fluorophenyl)-1,3-thiazol-2-yl]amino}ethyl)phenoxy]-2-methylpropanoic acid). Procedure details: Similarly prepared from ethyl 2-[4-(2-{(aminocarbonothioyl)[2,4-bis(trifluoromethyl)benzyl]amino}ethyl)phenoxy]-2-methylpropanoate and 4-fluorophenacyl bromide. Reactants: CC1(OB(OC1(C)C)C1=CN(C2=NC=C(C=C21)S(=O)(=O)CCC(=O)OC)COCC[Si](C)(C)C)C (methyl 3-(3-(4,4,5,5-tetramethyl-1,3,2-dioxaborolan-2-yl)-1-((2-(trimethylsilyl)ethoxy)methyl)-1H-pyrrolo[2,3-b]pyridin-5-ylsulfonyl)propanoate), C([O-])([O-])=O.[Na+].[Na+] (sodium carbonate), BrC=1C=C(C=NC1)NC(C(=O)NCC(F)(F)F)C(C)C (2-[(5-bromopyridin-3-yl)amino]-3-methyl-N-(2,2,2-trifluoroethyl)butanamide). Reagents/catalysts: C=1C=CC(=CC1)[P](C=2C=CC=CC2)(C=3C=CC=CC3)[Pd]([P](C=4C=CC=CC4)(C=5C=CC=CC5)C=6C=CC=CC6)([P](C=7C=CC=CC7)(C=8C=CC=CC8)C=9C=CC=CC9)[P](C=1C=CC=CC1)(C=1C=CC=CC1)C=1C=CC=CC1 (Tetrakis). Conditions: temperature 100 celsius. The product is CC(C(C(NCC(F)(F)F)=O)NC=1C=C(C=NC1)C1=CN(C2=NC=C(C=C21)S(=O)(=O)CCC(=O)OC)COCC[Si](C)(C)C)C (Methyl 3-(3-(5-(3-methyl-1-oxo-1-(2,2,2-trifluoroethylamino)butan-2-ylamino)pyridin-3-yl)-1-((2-(trimethylsilyl)ethoxy)methyl)-1H-pyrrolo[2,3-b]pyridin-5-ylsulfonyl)propanoate). Isolated yield 50.2%. Reaction SMILES: CC1(C)C(C)(C)OB([C:9]2[C:17]3[C:12](=[N:13][CH:14]=[C:15]([S:18]([CH2:21][CH2:22][C:23]([O:25][CH3:26])=[O:24])(=[O:20])=[O:19])[CH:16]=3)[N:11]([CH2:27][O:28][CH2:29][CH2:30][Si:31]([CH3:34])([CH3:33])[CH3:32])[CH:10]=2)O1.C(=O)([O-])[O-].[Na+].[Na+].Br[C:43]1[CH:44]=[C:45]([NH:49][CH:50]([CH:59]([CH3:61])[CH3:60])[C:51]([NH:53][CH2:54][C:55]([F:58])([F:57])[F:56])=[O:52])[CH:46]=[N:47][CH:48]=1>C1C=CC([P]([Pd]([P](C2C=CC=CC=2)(C2C=CC=CC=2)C2C=CC=CC=2)([P](C2C=CC=CC=2)(C2C=CC=CC=2)C2C=CC=CC=2)[P](C2C=CC=CC=2)(C2C=CC=CC=2)C2C=CC=CC=2)(C2C=CC=CC=2)C2C=CC=CC=2)=CC=1>[CH3:60][CH:59]([CH3:61])[CH:50]([NH:49][C:45]1[CH:44]=[C:43]([C:9]2[C:17]3[C:12](=[N:13][CH:14]=[C:15]([S:18]([CH2:21][CH2:22][C:23]([O:25][CH3:26])=[O:24])(=[O:19])=[O:20])[CH:16]=3)[N:11]([CH2:27][O:28][CH2:29][CH2:30][Si:31]([CH3:33])([CH3:34])[CH3:32])[CH:10]=2)[CH:48]=[N:47][CH:46]=1)[C:51](=[O:52])[NH:53][CH2:54][C:55]([F:58])([F:57])[F:56] |f:1.2.3,^1:65,67,86,105|. Procedure details: To methyl 3-(3-(4,4,5,5-tetramethyl-1,3,2-dioxaborolan-2-yl)-1-((2-(trimethylsilyl)ethoxy)methyl)-1H-pyrrolo[2,3-b]pyridin-5-ylsulfonyl)propanoate 4-1c (3.26 mmol) was added aqueous sodium carbonate (4.89 ml, 9.79 mmol), 2-[(5-bromopyridin-3-yl)amino]-3-methyl-N-(2,2,2-trifluoroethyl)butanamide (1386 mg, 3.91 mmol) and Tetrakis (188 mg, 0.163 mmol). The reaction mixture was heated at 100° C. in a sealed vessel for 1 h. The reaction was cooled, quenched with water (50 mL), and product extracted w... Starting materials: solution, Br (hydrogen bromide), BrBr (bromine), C(C)OP(OCC)(=O)CC(=S)N ((2-amino-2-thioxoethyl)phosphonic acid diethyl ester), CC(=O)C1CCC1 (cyclobutyl methyl ketone), [OH-].[NH4+] (ammonium hydroxide), C(C)OP(OCC)(=O)CC(=S)N ((2-amino-2-thioxoethyl)phosphonic acid diethyl ester), C(C)OP(OCC)(=O)CC(=S)N ((2-amino-2-thioxoethyl)phosphonic acid diethyl ester). Run in C(C)(=O)O (acetic acid), C(C)(=O)OCC.CO (ethyl acetate methanol), CO (methanol), O (water). Run at temperature 5 celsius, time 75 minute. Product: C(C)OP(OCC)(=O)CC=1SC=C(N1)C1CCC1 ([(4-cyclobutyl-2-thiazolyl)methyl]phosphonic acid diethyl ester). Yield: 100.0%. RXN SMILES: [CH3:1][C:2]([CH:4]1[CH2:7][CH2:6][CH2:5]1)=O.Br.BrBr.[CH2:11]([O:13][P:14]([CH2:19][C:20]([NH2:22])=[S:21])(=[O:18])[O:15][CH2:16][CH3:17])[CH3:12].[OH-].[NH4+]>C(O)(=O)C.C(OCC)(=O)C.CO.O.CO>[CH2:11]([O:13][P:14]([CH2:19][C:20]1[S:21][CH:1]=[C:2]([CH:4]2[CH2:7][CH2:6][CH2:5]2)[N:22]=1)(=[O:18])[O:15][CH2:16][CH3:17])[CH3:12] |f:4.5,7.8|. Reported procedure: A 250-mL round-bottom flask equipped with a thermometer, drying tube (calcium chloride) was charged with 10.0 g (0.1019 mol) of cyclobutyl methyl ketone (SEA C Lot 01) and 80 mL of methanol. The mixture was cooled to 5° C., and 0.8 mL of a 30% solution of hydrogen bromide in acetic acid was added, followed by 5.0 mL (0.09705 mol) of bromine, during a period of 10 min, while the temperature of the slight exotherm was maintained at about 5° C. The mixture was stirred for 4 hours at 5° C. (Decolori...